From a dataset of the Open Reaction Database (ORD), a public repository of structured organic reaction records. describe an organic reaction: reactants, conditions, products, and yield The reactants are C1CCC2=NCCCN2CC1, Cl, NCCCC(=O)O, [Na+], O=C=NC1CCCCC1, [OH-]. The product is O=C(O)CCCNC(=O)NC1CCCCC1. As a reaction SMILES: [CH2:8]1[CH2:9][CH2:10][C:11]2=[N:16][CH2:15][CH2:14][CH2:13][N:12]2[CH2:17][CH2:18]1.[ClH:28].[NH2:1][CH2:2][CH2:3][CH2:4][C:5](=[O:6])[OH:7].[Na+:30].[O:19]=[C:20]=[N:21][CH:22]1[CH2:23][CH2:24][CH2:25][CH2:26][CH2:27]1.[OH-:29]>>[NH:1]([CH2:2][CH2:3][CH2:4][C:5](=[O:6])[OH:7])[C:20](=[O:19])[NH:21][CH:22]1[CH2:23][CH2:24][CH2:25][CH2:26][CH2:27]1. Reactants: Cc1ccccc1, O=C1OC(=O)c2c(Cl)c(Cl)c(Cl)c(Cl)c21, CC(C)OC(=O)c1cc(N)ccc1Cl. Yields the product CC(C)OC(=O)c1cc(NC(=O)c2c(Cl)c(Cl)c(Cl)c(Cl)c2C(=O)O)ccc1Cl. Reaction SMILES: [CH3:30][c:31]1[cH:32][cH:33][cH:34][cH:35][cH:36]1.[Cl:1][c:2]1[c:3]([Cl:4])[c:5]([Cl:6])[c:7]2[c:13]([c:14]1[Cl:15])[C:11](=[O:12])[O:10][C:8]2=[O:9].[NH2:16][c:17]1[cH:18][cH:19][c:20]([Cl:29])[c:21]([C:22](=[O:23])[O:24][CH:25]([CH3:26])[CH3:27])[cH:28]1>>[Cl:1][c:2]1[c:3]([Cl:4])[c:5]([Cl:6])[c:7]([C:8](=[O:9])[OH:10])[c:13]([C:11](=[O:12])[NH:16][c:17]2[cH:18][cH:19][c:20]([Cl:29])[c:21]([C:22](=[O:23])[O:24][CH:25]([CH3:26])[CH3:27])[cH:28]2)[c:14]1[Cl:15]. The reactants are C(C)(C)(C)C1=CC(=C(C=C1)N(CCCN(C)C)C)[N+](=O)[O-] (N-(4-tert-Butyl-2-nitro-phenyl)-N,N′,N′-trimethyl-propane-1,3-diamine), [H][H] (hydrogen). The reagents and catalysts are [Pd] (Palladium). Run in CO (MeOH). Run at time 18 hour. Product: C(C)(C)(C)C=1C=C(C(=CC1)N(C)CCCN(C)C)N (4-tert-Butyl-N1-(3-dimethylamino-propyl)-N1-methyl-benzene-1,2-diamine). As a reaction SMILES: [C:1]([C:5]1[CH:10]=[CH:9][C:8]([N:11]([CH3:18])[CH2:12][CH2:13][CH2:14][N:15]([CH3:17])[CH3:16])=[C:7]([N+:19]([O-])=O)[CH:6]=1)([CH3:4])([CH3:3])[CH3:2].[H][H]>CO.[Pd]>[C:1]([C:5]1[CH:6]=[C:7]([NH2:19])[C:8]([N:11]([CH2:12][CH2:13][CH2:14][N:15]([CH3:17])[CH3:16])[CH3:18])=[CH:9][CH:10]=1)([CH3:4])([CH3:2])[CH3:3]. Procedure: N-(4-tert-Butyl-2-nitro-phenyl)-N,N′,N′-trimethyl-propane-1,3-diamine (Step 2, 200 mg, 0.682 mmol) was dissolved in 7 mL MeOH. Palladium (66 mg, 0.062 mmol, 10% w/w on carbon) was added, a balloon containing hydrogen was inserted, and the reaction was stirred at RT for 18 h. The solution was then filtered through a pad of Celite and concentrated, yielding the title compound as a dark brown solid. MS (M+H)+=264; Calc'd 263.42 for C16H29N3. The reactants are N1C(=CC=C1)C(=O)OCC1=CC=CC=C1 (benzyl pyrrole-2-carboxylate), C(C)(=O)OCC1=C(C(=C(N1)C(=O)OCC1=CC=CC=C1)C)C(C)=O (benzyl 5-acetoxymethyl-4-acetyl-3-methylpyrrole-2-carboxylate), Montmorillonite. Run in 1,2-dichloromethane. Product: CC=1C(=NC2=CC3=CC(=NC3=C(C21)C)C(=O)OCC2=CC=CC=C2)C(=O)OCC2=CC=CC=C2 (Dibenzyl 3,4-dimethylpyrrolo[2,3-f]indole-2,6-dicarboxylate). Reaction SMILES: [NH:1]1[CH:5]=[CH:4][CH:3]=[C:2]1[C:6]([O:8][CH2:9][C:10]1[CH:15]=[CH:14][CH:13]=[CH:12][CH:11]=1)=[O:7].C(O[CH2:20][C:21]1[NH:25][C:24]([C:26]([O:28][CH2:29][C:30]2[CH:35]=[CH:34][CH:33]=[CH:32][CH:31]=2)=[O:27])=[C:23]([CH3:36])[C:22]=1[C:37](=O)[CH3:38])(=O)C>>[CH3:36][C:23]1[C:24]([C:26]([O:28][CH2:29][C:30]2[CH:31]=[CH:32][CH:33]=[CH:34][CH:35]=2)=[O:27])=[N:25][C:21]2[C:22]=1[C:37]([CH3:38])=[C:5]1[C:4](=[CH:3][C:2]([C:6]([O:8][CH2:9][C:10]3[CH:15]=[CH:14][CH:13]=[CH:12][CH:11]=3)=[O:7])=[N:1]1)[CH:20]=2. Procedure: A solution of benzyl pyrrole-2-carboxylate (0.201 g, 1.0 mmol) and benzyl 5-acetoxymethyl-4-acetyl-3-methylpyrrole-2-carboxylate (0.331 g, 1.0 mmol) in 1,2-dichloromethane (10 cm3) was heated under reflux and stirred with Montmorillonite clay (1 g) for 7 h. The reaction was followed to completion by TLC. After the clay had been filtered off and washed well with 1,2-dichloroethane, evaporation of the combined filtrates under reduced pressure gave an oil. This was submitted to column chromatograph... Solvent: CO (methanol). Product: ClCC(=O)N1C(SCC1)CCC1=C(C=CC=C1)O (3-chloroacetyl-2-[2'-(o-hydroxyphenyl)ethyl]thiazolidine). Procedure: A solution of 3-chloroacetyl-2-[2'-(o-chloroacetoxyphenyl)ethyl]thiazolidine (5.5 g) in dry methanol is treated with p-toluenesulphonic acid (0.5 g) at room temperature for 2 days. The excess of solvent is evaporated in vacuum and then the mixture is diluted with water (80 ml). The crystalline precipitate is collected by filtration, dried in vacuum and recrystallized from Et2O to give 3.9 g of 3-chloroacetyl-2-[2'-(o-hydroxyphenyl)ethyl]thiazolidine m.p. 98° C. Isolated yield 89.9%. The reactants are ClCC(=O)N1C(SCC1)CCC1=C(C=CC=C1)OC(CCl)=O (3-chloroacetyl-2-[2'-(o-chloroacetoxyphenyl)ethyl]thiazolidine), C1(=CC=C(C=C1)S(=O)(=O)O)C (p-toluenesulphonic acid). RXN SMILES: [Cl:1][CH2:2][C:3]([N:5]1[CH2:9][CH2:8][S:7][CH:6]1[CH2:10][CH2:11][C:12]1[CH:17]=[CH:16][CH:15]=[CH:14][C:13]=1[O:18]C(=O)CCl)=[O:4].C1(C)C=CC(S(O)(=O)=O)=CC=1>CO>[Cl:1][CH2:2][C:3]([N:5]1[CH2:9][CH2:8][S:7][CH:6]1[CH2:10][CH2:11][C:12]1[CH:17]=[CH:16][CH:15]=[CH:14][C:13]=1[OH:18])=[O:4]. Reactants: [H-].[Na+] (sodium hydride), P(OCC)(OCC)[O-] (diethyl phosphite), C(=S)=S (carbon disulfide), C(C1=CC=CC=C1)Cl (benzyl chloride), [H][H] (hydrogen), resultant mixture. The solvent is O1CCCC1 (tetrahydrofuran), C(C)OCC (Diethyl ether), C1CCOC1 (THF). Product: C(C)OP(=O)(OCC)C(=S)SCC1=CC=CC=C1 (S-benzyl diethoxyphosphinyldithioformate). Isolated yield 18.0%. As a reaction SMILES: [H-].[Na+].[P:3]([O-:10])([O:7][CH2:8][CH3:9])[O:4][CH2:5][CH3:6].[H][H].[C:13](=[S:15])=[S:14].[CH2:16](Cl)[C:17]1[CH:22]=[CH:21][CH:20]=[CH:19][CH:18]=1>O1CCCC1.C(OCC)C>[CH2:5]([O:4][P:3]([C:13]([S:15][CH2:16][C:17]1[CH:22]=[CH:21][CH:20]=[CH:19][CH:18]=1)=[S:14])([O:7][CH2:8][CH3:9])=[O:10])[CH3:6] |f:0.1|. Reported procedure: To a stirred slurry of sodium hydride (60% dispersion in mineral oil) (8 g, 0.2 mol) in tetrahydrofuran (200 mL) was added diethyl phosphite (27.5 g, 0.2 mol) dropwise under nitrogen. The mixture was stirred until hydrogen evolution ceased (about 15 minutes). The mixture was allowed to cool in an ice-water bath and carbon disulfide (76 g, 1 mol) was added over 15 minutes followed by benzyl chloride (25.2 g, 0.2 mol) in THF (100 mL) over 20 minutes. The resultant mixture was stirred at room tempe...